From a dataset of the Open Reaction Database (ORD), a public repository of structured organic reaction records. describe an organic reaction: reactants, conditions, products, and yield Starting materials: OCCC1CCN(CC1)C(=O)OC(C)(C)C (4-(2-hydroxyethyl)-1-(t-butoxycarbonyl)-piperidine), N1C=NC=C1 (imidazole), C1(=CC=CC=C1)P(C1=CC=CC=C1)C1=CC=CC=C1 (triphenylphosphine), II (iodine). The solvent is CCOCC (ether), CCOCC.CC#N (ether CH3CN). Conditions: time 15 minute. The product is C(C)(C)(C)OC(=O)N1C(CCCC1)CCI (1-t-Butoxycarbonyl(2-iodoethyl)piperidine). As a reaction SMILES: OCC[CH:4]1[CH2:9][CH2:8][N:7]([C:10]([O:12][C:13]([CH3:16])([CH3:15])[CH3:14])=[O:11])[CH2:6][CH2:5]1.N1[CH:21]=[CH:20]N=C1.C1(P(C2C=CC=CC=2)C2C=CC=CC=2)C=CC=CC=1.[I:41]I>CCOCC.CCOCC.CC#N>[C:13]([O:12][C:10]([N:7]1[CH2:6][CH2:5][CH2:4][CH2:9][CH:8]1[CH2:20][CH2:21][I:41])=[O:11])([CH3:14])([CH3:15])[CH3:16] |f:5.6|. Procedure details: A solution of 4-(2-hydroxyethyl)-1-(t-butoxycarbonyl)-piperidine (4.5 g, 19.6 mmol, from EXAMPLE 113, Step A), imidazole (1.8 g, 27 mmol) and triphenylphosphine (7.1 g, 27 mmol) in 60 mL of 2:1 v/v ether/CH3CN at 0° C. was treated with 7.4 g (29 mmol) of iodine. The mixture was warmed to rt and stirred for 15 min. The mixture was diluted with 200 mL of ether and washed with sat'd Na2SO4 (2×200 mL), sat'd CaSO4 (100 mL) and sat'd NaCl. The organic phase was dried over Na2SO4 and concentrated. The... The reactants are C(C)OC=1C=C(C=O)C=CC1O (3-ethoxy-4-hydroxybenzaldehyde), C(C)O (Ethanol), C(=O)([O-])[O-].[K+].[K+] (K2CO3), C(C)OC(CBr)=O (ethylbromoacetate). Run in CC(=O)C (acetone). Yields the product C(C)OC1=C(OCC(=O)OCC)C=CC(=C1)C=O (Ethyl 2-(2-ethoxy-4-formylphenoxy)acetate). Isolated yield 63.6%. Reaction SMILES: [CH2:1]([O:3][C:4]1[CH:5]=[C:6]([CH:9]=[CH:10][C:11]=1[OH:12])[CH:7]=[O:8])[CH3:2].C([O-])([O-])=O.[K+].[K+].[CH2:19]([O:21][C:22](=[O:25])[CH2:23]Br)[CH3:20].C(O)C>CC(C)=O>[CH2:1]([O:3][C:4]1[CH:5]=[C:6]([CH:7]=[O:8])[CH:9]=[CH:10][C:11]=1[O:12][CH2:23][C:22]([O:21][CH2:19][CH3:20])=[O:25])[CH3:2] |f:1.2.3|. Reported procedure: The compound was prepared according to general procedure E with 3-ethoxy-4-hydroxybenzaldehyde (2.4 mmol) in dry acetone (15 ml), anhydrous K2CO3 (3.1 mmol), and ethylbromoacetate (3.6 mmol) at reflux for 1 h30. Ethanol was added and evaporated by azeotropic distillation with ethylbromoacetate. 565 mg of crude product were obtained and purified by silica gel chromatography (eluent dichloromethane). 385 mg of purified compound were obtained (63% yield). 1H NMR (250 MHz, CDCl3): δ 1.31 (t, J=7.0 H...